From a dataset of the Open Reaction Database (ORD), a public repository of structured organic reaction records. describe an organic reaction: reactants, conditions, products, and yield The reactants are CC(=O)OC(C)=O, CC(C)c1nnc2ccc(Sc3ccccc3CN)cn12, ClCCl, c1ccncc1. Yields the product CC(=O)NCc1ccccc1Sc1ccc2nnc(C(C)C)n2c1. RXN SMILES: [CH3:28][C:29](=[O:30])[O:31][C:32](=[O:33])[CH3:34].[CH:1]([CH3:2])([CH3:3])[c:4]1[n:5][n:6][c:7]2[n:8]1[cH:9][c:10]([S:13][c:14]1[c:15]([CH2:16][NH2:17])[cH:18][cH:19][cH:20][cH:21]1)[cH:11][cH:12]2.[Cl:35][CH2:36][Cl:37].[cH:22]1[cH:23][cH:24][n:25][cH:26][cH:27]1>>[CH:1]([CH3:2])([CH3:3])[c:4]1[n:5][n:6][c:7]2[n:8]1[cH:9][c:10]([S:13][c:14]1[c:15]([CH2:16][NH:17][C:29]([CH3:28])=[O:30])[cH:18][cH:19][cH:20][cH:21]1)[cH:11][cH:12]2. The reactants are S1CCN2C1=C(C=1C=CC=CC21)C(=O)O (2,3-dihydrothiazolo[3,2-a]indole-9carboxylic acid), C(C)(=O)OCC (ethyl acetate). The product is C(CCC)N1CCC(CC1)COC(=O)C1=C2N(C=3C=CC=CC13)CCS2 ((1-n Butyl-4-piperidyl)methyl-2,3-dihydrothiazolo[3,2-a]indole-9-Carboxylate). Isolated yield 31.0%. As a reaction SMILES: [S:1]1[C:5]2=[C:6]([C:13]([OH:15])=[O:14])[C:7]3[CH:8]=[CH:9][CH:10]=[CH:11][C:12]=3[N:4]2[CH2:3][CH2:2]1.C(O[CH2:20][CH3:21])(=O)C>>[CH2:5]([N:4]1[CH2:12][CH2:11][CH:20]([CH2:21][O:14][C:13]([C:6]2[C:7]3[CH:8]=[CH:9][CH:10]=[CH:11][C:12]=3[N:4]3[CH2:3][CH2:2][S:1][C:5]=23)=[O:15])[CH2:2][CH2:3]1)[CH2:6][CH2:7][CH3:8]. Procedure details: The title compound was prepared from 2,3-dihydrothiazolo[3,2-a]indole-9carboxylic acid (D15) using the method of Example 10. The crude product was purified by chromatography on silica gel eluting with 5% methanol/chloroform to give a yellow oil. This was passed through a plug of basic alumina eluting with ethyl acetate to afford the title compound as a pale yellow oil (31%) which was converted to its oxalate salt and was crystallised from acetone as an off-white solid mp 212°-215° C. Starting materials: COC(C)Cl (α-chloroethyl methyl ether), C(C)NC=O (N-ethylformamide). Solvent: light petroleum, C(C)N(CC)CC (triethylamine), C(C)N(CC)CC (triethylamine). Product: COC(C)N(C=O)CC (N-α-Methoxyethyl-N-ethyl-formamide). RXN SMILES: [CH2:1]([NH:3][CH:4]=[O:5])[CH3:2].[CH3:6][O:7][CH:8](Cl)[CH3:9]>C(N(CC)CC)C>[CH3:6][O:7][CH:8]([N:3]([CH2:1][CH3:2])[CH:4]=[O:5])[CH3:9]. Reported procedure: 8.0 g of triethylamine and then a mixture of 42.5 g of triethylamine (0.5 mole in total) and 14.6 g (0.2 mole) of N-ethylformamide are added dropwise, at 0° C., to a mixture of 60 ml of light petroleum and 38 g (0.4 mole) of α-chloroethyl methyl ether. Starting materials: BrC1=CC=CC2=C1N(C(=N2)[C@H](C)N)C ((S)-1-(7-bromo-1-methyl-1H-benzoimidazol-2-yl)ethylamine), NC1=NC=NC(=C1C#N)Cl (4-amino-6-chloropyrimidine-5-carbonitrile), CCN(C(C)C)C(C)C (DIPEA). Solvent: CC(C)O (IPA). Reaction conditions: temperature 90 celsius. The product is NC1=NC=NC(=C1C#N)N[C@@H](C)C1=NC2=C(N1C)C(=CC=C2)Br (4-amino-6-[[(1S)-1-(7-bromo-1-methyl-benzimidazol-2-yl)ethyl]amino]pyrimidine-5-carbonitrile). The yield is 72.3%. As a reaction SMILES: [Br:1][C:2]1[C:7]2[N:8]([CH3:14])[C:9]([C@@H:11]([NH2:13])[CH3:12])=[N:10][C:6]=2[CH:5]=[CH:4][CH:3]=1.[NH2:15][C:16]1[C:21]([C:22]#[N:23])=[C:20](Cl)[N:19]=[CH:18][N:17]=1.CCN(C(C)C)C(C)C>CC(O)C>[NH2:15][C:16]1[C:21]([C:22]#[N:23])=[C:20]([NH:13][C@H:11]([C:9]2[N:8]([CH3:14])[C:7]3[C:2]([Br:1])=[CH:3][CH:4]=[CH:5][C:6]=3[N:10]=2)[CH3:12])[N:19]=[CH:18][N:17]=1. Procedure details: A mixture of (S)-1-(7-bromo-1-methyl-1H-benzoimidazol-2-yl)ethylamine (1 g, 3.9 mmol), 4-amino-6-chloropyrimidine-5-carbonitrile (0.64 g, 4.1 mmol) and DIPEA (2.1 mL, 4.1 mmol) in IPA (7.8 mL) was heated for 16 h at 90° C. After cooling to RT, the reaction mixture was filtered and the solid washed with MeOH and DCM to afford 421 as a cream solid (1.05 g, 72%). LCMS (Method K): RT 3.27 min [M+H]+ 372 (for 79Br) 1H NMR (DMSO-d6, 400 MHz): δ 8.07 (1H, s), 7.79 (1H, d, J=7.5 Hz), 7.63 (1H, d, J=8.0 ... Reactants: Cl.IC1=CC=C(CN)C=C1 (4-iodobenzylamine hydrochloride), CC(C)(C)OC(=O)N[C@@H](CCC(=O)OC)C(=O)O (Boc-Glu(OMe)-OH.DCHA), CCN=C=NCCCN(C)C (EDCI), C=1C=CC2=C(C1)N=NN2O (HOBt), CCN(C(C)C)C(C)C (DIPEA). Run in C(Cl)Cl (DCM), C(Cl)Cl (DCM). Conditions: time 20 hour. Product: C(C)(C)(C)OC(=O)N[C@@H](CCC(=O)OC)C(=O)NCC1=CC=C(C=C1)I ((S)-methyl 4-(tert-butoxycarbonylamino)-5-(4-iodobenzylamino)-5-oxopentanoate). The yield is 76.7%. As a reaction SMILES: Cl.[I:2][C:3]1[CH:10]=[CH:9][C:6]([CH2:7][NH2:8])=[CH:5][CH:4]=1.[CH3:11][C:12]([O:15][C:16]([NH:18][C@H:19]([C:26](O)=[O:27])[CH2:20][CH2:21][C:22]([O:24][CH3:25])=[O:23])=[O:17])([CH3:14])[CH3:13].CCN=C=NCCCN(C)C.C1C=CC2N(O)N=NC=2C=1.CCN(C(C)C)C(C)C>C(Cl)Cl>[C:12]([O:15][C:16]([NH:18][C@H:19]([C:26]([NH:8][CH2:7][C:6]1[CH:9]=[CH:10][C:3]([I:2])=[CH:4][CH:5]=1)=[O:27])[CH2:20][CH2:21][C:22]([O:24][CH3:25])=[O:23])=[O:17])([CH3:13])([CH3:11])[CH3:14] |f:0.1|. Reported procedure: A solution of 4-iodobenzylamine hydrochloride (2.965 g, 11.0 mmol), Boc-Glu(OMe)-OH.DCHA (4.426 g, 10.0 mmol), EDCI (2.301 g, 10.0 mmol), HOBt (1.351 g, 10.0 mmol) in DCM (100 mL) containing DIPEA (5.23 mL) was stirred at room temperature under nitrogen for 20 h. The reaction mixture was diluted with DCM, washed with 1N HCl, sat. NaHCO3 solution, and brine. The solvent was evaporated under reduced pressure to give a crude product, which was purified by flash chromatography eluting with hexane/et... Starting materials: CN(C)CCCCl, CN1Cc2cccc3[nH]cc(c23)C1, CN(C)C=O, Cl, [H-], [Na+]. Product: CN(C)CCCn1cc2c3c(cccc31)CN(C)C2. As a reaction SMILES: [CH3:16][N:17]([CH2:18][CH2:19][CH2:20][Cl:21])[CH3:22].[CH3:1][N:2]1[CH2:3][c:4]2[cH:5][cH:6][cH:7][c:8]3[c:9]2[c:10]([cH:12][nH:13]3)[CH2:11]1.[CH3:24][N:25]([CH3:26])[CH:27]=[O:28].[ClH:23].[H-:14].[Na+:15]>>[CH3:1][N:2]1[CH2:3][c:4]2[cH:5][cH:6][cH:7][c:8]3[c:9]2[c:10]([cH:12][n:13]3[CH2:20][CH2:19][CH2:18][N:17]([CH3:16])[CH3:22])[CH2:11]1.